This data is from the Open Reaction Database (ORD), a public repository of structured organic reaction records. The task is: describe an organic reaction: reactants, conditions, products, and yield Reactants: Brc1ccc2nc(N3CCC(N4CCCCC4)C3)sc2c1, CNC1CCCCC1NC, [Cu], [Cu]I, c1ccncc1, O=c1ccnc[nH]1. Yields the product O=c1ccncn1-c1ccc2nc(N3CCC(N4CCCCC4)C3)sc2c1. Reaction SMILES: [Br:1][c:2]1[cH:3][c:4]2[c:5]([n:6][c:7]([N:9]3[CH2:10][CH:11]([N:14]4[CH2:15][CH2:16][CH2:17][CH2:18][CH2:19]4)[CH2:12][CH2:13]3)[s:8]2)[cH:20][cH:21]1.[CH3:29][NH:30][CH:31]1[CH2:32][CH2:33][CH2:34][CH2:35][CH:36]1[NH:37][CH3:38].[Cu:45].[Cu:46][I:47].[cH:39]1[cH:40][cH:41][n:42][cH:43][cH:44]1.[n:22]1[cH:23][nH:24][c:25](=[O:28])[cH:26][cH:27]1>>[c:2]1(-[n:24]2[cH:23][n:22][cH:27][cH:26][c:25]2=[O:28])[cH:3][c:4]2[c:5]([n:6][c:7]([N:9]3[CH2:10][CH:11]([N:14]4[CH2:15][CH2:16][CH2:17][CH2:18][CH2:19]4)[CH2:12][CH2:13]3)[s:8]2)[cH:20][cH:21]1. Reactants: C(C=C)Cl (allylchloride), [OH-].[Na+] (sodium hydroxide), C(C)(C)C(C1=C(C=CC=C1)C)C#N (α-isopropyl-2-methylbenzyl cyanide). Reagents/catalysts: S(=O)(=O)(O)[O-].C(CCC)[N+](CCCC)(CCCC)CCCC (tetrabutylammonium hydrogen sulfate). The solvent is O (water), O (water). Run at temperature 40 celsius, time 3 hour. The product is C(C=C)C(C1=C(C=CC=C1)C)(C(C)C)C#N (α-Allyl-α-isopropyl-2-methylbenzyl cyanide). The yield is 93.0%. Reaction SMILES: [OH-].[Na+].[CH:3]([CH:6]([C:14]#[N:15])[C:7]1[CH:12]=[CH:11][CH:10]=[CH:9][C:8]=1[CH3:13])([CH3:5])[CH3:4].[CH2:16](Cl)[CH:17]=[CH2:18]>O.S([O-])(O)(=O)=O.C([N+](CCCC)(CCCC)CCCC)CCC>[CH2:18]([C:6]([C:14]#[N:15])([CH:3]([CH3:5])[CH3:4])[C:7]1[CH:12]=[CH:11][CH:10]=[CH:9][C:8]=1[CH3:13])[CH:17]=[CH2:16] |f:0.1,5.6|. Reported procedure: To a solution of 362 g of sodium hydroxide in 362 ml of demineralized water 216.6 g of α-isopropyl-2-methylbenzyl cyanide and 6.4 g of tetrabutylammonium hydrogen sulfate were added, and the mixture was heated to 40° C. with intensive stirring. During 3hours 287 g of allylchloride was added. During, the addition and for further two hours the temperature of the reaction mixture was maintained at 40° C. and thereafter at 60° C. for additional three hours. After cooling to room temperature, the rea...